Task: describe an organic reaction: reactants, conditions, products, and yield. Dataset: the Open Reaction Database (ORD), a public repository of structured organic reaction records Reactants: C(C1=CC=CC=C1)(=O)O[C@@H](C(=O)O)[C@@H](OC(C1=CC=CC=C1)=O)C(=O)O.C(C)C=1C=CC(=NC1)CCOC1=CC=C(C[C@@H]2C(NC(S2)=O)=O)C=C1 ((5R)-5-{4-[2-(5-ethylpyridin-2-yl)ethoxy]benzyl}-1,3-thiazolidine-2,4-dione (−)-O,O′-dibenzoyl-L-tartrate), Cl (HCl). The solvent is CO (MeOH). Reaction conditions: time 20 minute. The product is Cl.C(C)C=1C=CC(=NC1)CCOC1=CC=C(C[C@@H]2C(NC(S2)=O)=O)C=C1 ((5R)-5-{4-[2-(5-ethylpyridin-2-yl)ethoxy]benzyl}-1,3-thiazolidine-2,4-dione hydrochloride). RXN SMILES: C(O[C@H]([C@H](C(O)=O)OC(=O)C1C=CC=CC=1)C(O)=O)(=O)C1C=CC=CC=1.[CH2:27]([C:29]1[CH:30]=[CH:31][C:32]([CH2:35][CH2:36][O:37][C:38]2[CH:51]=[CH:50][C:41]([CH2:42][C@H:43]3[S:47][C:46](=[O:48])[NH:45][C:44]3=[O:49])=[CH:40][CH:39]=2)=[N:33][CH:34]=1)[CH3:28].[ClH:52]>CO>[ClH:52].[CH2:27]([C:29]1[CH:30]=[CH:31][C:32]([CH2:35][CH2:36][O:37][C:38]2[CH:51]=[CH:50][C:41]([CH2:42][C@H:43]3[S:47][C:46](=[O:48])[NH:45][C:44]3=[O:49])=[CH:40][CH:39]=2)=[N:33][CH:34]=1)[CH3:28] |f:0.1,4.5|. Procedure: The product from Example 15, Step 3 was dissolved in MeOH (2.25 mL) containing 37% HCl (0.134 mL) at 35° C. The solution was filtered, EtOAc (9 mL) was poured into the stirred solution and the mixture stirred for 20 min. The white solid was collected by filtration, washed with EtOAc and dried at 30° C. under high vacuum to give the title compound (0.181 g). (Method 1) 98.3%, Rt 10.65 min.; 1.7%, Rt 14.83 min e.e. 96.6%. LCMS (Method 2): Rt 2.90 min 99.39%, m/z 357 [MH+—HCl]. LCMS (Method 3) Rt 2... Isolated yield 72.0%. As a reaction SMILES: [Cl:1][C:2](OCC(Cl)(Cl)Cl)=[O:3].[NH2:10][C:11]1[CH:16]=[CH:15][C:14]([Br:17])=[CH:13][N:12]=1>ClCCCl>[ClH:1].[Br:17][C:14]1[CH:15]=[CH:16][C:11]([N:10]=[C:2]=[O:3])=[N:12][CH:13]=1 |f:3.4|. Reactants: ClC(=O)OCC(Cl)(Cl)Cl (trichloroethyl chloroformate), NC1=NC=C(C=C1)Br (2-amino-5-bromopyridine). Reported procedure: 78.0 ml (0.64 mol) of trichloroethyl chloroformate are added dropwise at boiling heat to a stirred solution of 100 g (0.58 mol) of 2-amino-5-bromopyridine in 400 ml of 1,2-dichloroethane. After the addition the mixture is refluxed for 2 h, then it may be cooled to room temperature. The resulting precipitate is removed by filtration, washed well with 100 ml of 1,2-dichloroethane and dried over sodium hydroxide in a high vacuum. 98.3 g (72%) of the title compound are obtained as a yellow solid. Product: Cl.BrC=1C=CC(=NC1)N=C=O (5-Bromo-2-isocyanato-pyridine Hydrochloride). Solvent: ClCCCl (1,2-dichloroethane). Starting materials: dodecyl MgBr, C1CCOC1 (THF), COC=1C(C2=CC=CC=C2C(C1OC)=O)=O (2,3-dimethoxy-1,4-naphthoquinone), C1CCOC1 (THF). The reagents and catalysts are [Cl-].[Cl-].[Zn+2] (ZnCl2). Reaction conditions: time 8 hour. Yields the product COC=1C(C2=CC=CC=C2C(C1CCCCCCCCCCCC)=O)=O (2-methoxy-3-dodecyl-1,4-naphthoquinone). The yield is 13.4%. As a reaction SMILES: CO[C:3]1[C:4](=[O:16])[C:5]2[C:10]([C:11](=[O:15])[C:12]=1[O:13][CH3:14])=[CH:9][CH:8]=[CH:7][CH:6]=2.[CH2:17]1[CH2:21]O[CH2:19][CH2:18]1>[Cl-].[Cl-].[Zn+2]>[CH3:14][O:13][C:12]1[C:11](=[O:15])[C:10]2[C:5]([C:4](=[O:16])[C:3]=1[CH2:19][CH2:18][CH2:17][CH2:21][CH2:5][CH2:4][CH2:3][CH2:12][CH2:11][CH2:10][CH2:9][CH3:8])=[CH:6][CH:7]=[CH:8][CH:9]=2 |f:2.3.4|. Procedure details: To 0.64 g (4.71 mmoles) of ZnCl2 in 50 mL of THF was added 7.0 g (0.697 mmoles/g in THF, 4.88 mmoles) of dodecyl MgBr. This mixture was added dropwise to 1.00 g (4.67 mmoles) of 2,3-dimethoxy-1,4-naphthoquinone in 50 mL of THF. The mixture was stirred overnight and worked up as in Example 30. Thus, 0.223 g (0.626 mmoles, 13.4%) of 2-methoxy-3-dodecyl-1,4-naphthoquinone was obtained, mp: 61° to 63° C. 1H NMR (δ, CDCl3): 8.05 (m,2H), 7.65 (m,2H), 4.10 (s,3H), 2.55 (m,2H), 1.30 (br s,20H), 0.85 (m,... Starting materials: CC1=CC=C(O1)C(=O)O (5-methyl-2-furoic acid), [H][H] (hydrogen). The reagents and catalysts are [Rh] (rhodium on carbon). Solvent: C(C)(=O)OCC (ethyl acetate). Product: CC1CCC(O1)C(=O)O (5-Methyl-2-tetrahydrofuroic acid). Yield: 97.3%. As a reaction SMILES: [CH3:1][C:2]1[O:6][C:5]([C:7]([OH:9])=[O:8])=[CH:4][CH:3]=1.[H][H]>C(OCC)(=O)C.[Rh]>[CH3:1][CH:2]1[O:6][CH:5]([C:7]([OH:9])=[O:8])[CH2:4][CH2:3]1. Reported procedure: A solution of 5-methyl-2-furoic acid (3.65g, 28.97mmol) in ethyl acetate (60ml) was hydrogenated over 5% rhodium on carbon (250mg) until hydrogen uptake ceased. The catalyst was filtered off and washed with ethyl acetate. The combined filtrates were concentrated in vacuo to yield the title compound as a pale yellow oil (3.67g, 97%); vmax (CH2Cl2) 3384, 3359, 1775, 1724 and 1355cm-1 ; δH (CDCl3, 250MHz) 1.35 (3H, d, J 6.1Hz), 1.53 (1H, m), 2.09 (1H, m), 2.17-2.40 (2H, m), 4.21 (1H, m) and 4.46 (1...